This data is from the Open Reaction Database (ORD), a public repository of structured organic reaction records. The task is: describe an organic reaction: reactants, conditions, products, and yield The product is CC1(c2ccc(Cl)cc2)C(=O)c2cc(OCC(=O)O)c(Cl)c(Cl)c2C1=O. The reactants are O=C([O-])[O-], CCC(Br)C(=O)[O-], CN(C)C=O, CC1(c2ccc(Cl)cc2)C(=O)c2cc(O)c(Cl)c(Cl)c2C1=O, Cl, [K+], [K+], [Na+], [OH-], O. RXN SMILES: [C:23](=[O:24])([O-:25])[O-:26].[CH2:29]([CH:31]([Br:30])[C:32](=[O:33])[O-:34])[CH3:35].[CH3:39][N:40]([CH3:41])[CH:42]=[O:43].[Cl:1][c:2]1[cH:3][cH:4][c:5]([C:8]2([CH3:22])[C:9](=[O:21])[c:10]3[cH:11][c:12]([OH:20])[c:13]([Cl:19])[c:14]([Cl:18])[c:15]3[C:16]2=[O:17])[cH:6][cH:7]1.[ClH:38].[K+:27].[K+:28].[Na+:37].[OH-:36].[OH2:44]>>[Cl:1][c:2]1[cH:3][cH:4][c:5]([C:8]2([CH3:22])[C:9](=[O:21])[c:10]3[cH:11][c:12]([O:20][CH2:31][C:32](=[O:33])[OH:34])[c:13]([Cl:19])[c:14]([Cl:18])[c:15]3[C:16]2=[O:17])[cH:6][cH:7]1. The reactants are C(P(OCC)(OCC)=O)P(OCC)(OCC)=O (tetraethyl methylenediphosphonate), [H-].[Na+] (sodium hydride), C(=O)C=1C(=NN(C1)C1=CC=CC=C1)NC(C1=CC(=C(C=C1)OCC=1N=C(OC1C)C=1OC=CC1)OC)=O (N-(4-formyl-1-phenyl-1H-pyrazol-3-yl)-4-{[2-(2-furyl)-5-methyl-1,3-oxazol-4-yl]methoxy}-3-methoxybenzamide), O (Water). Run in CN(C=O)C (N,N-dimethylformamide), CN(C=O)C (N,N-dimethylformamide). Reaction conditions: time 20 minute. Product: O1C(=CC=C1)C=1OC(=C(N1)COC1=C(C=C(C(=O)NC2=NN(C=C2/C=C/P(OCC)(OCC)=O)C2=CC=CC=C2)C=C1)OC)C (diethyl (E)-2-{3-[(4-{[2-(2-furyl)-5-methyl-1,3-oxazol-4-yl]methoxy}-3-methoxybenzoyl)amino]-1-phenyl-1H-pyrazol-4-yl}ethenylphosphonate). The yield is 75.0%. As a reaction SMILES: [CH2:1]([P:10](=[O:17])([O:14][CH2:15][CH3:16])[O:11][CH2:12][CH3:13])P(=O)(OCC)OCC.[H-].[Na+].[CH:20]([C:22]1[C:23]([NH:33][C:34](=[O:56])[C:35]2[CH:40]=[CH:39][C:38]([O:41][CH2:42][C:43]3[N:44]=[C:45]([C:49]4[O:50][CH:51]=[CH:52][CH:53]=4)[O:46][C:47]=3[CH3:48])=[C:37]([O:54][CH3:55])[CH:36]=2)=[N:24][N:25]([C:27]2[CH:32]=[CH:31][CH:30]=[CH:29][CH:28]=2)[CH:26]=1)=O.O>CN(C)C=O>[O:50]1[CH:51]=[CH:52][CH:53]=[C:49]1[C:45]1[O:46][C:47]([CH3:48])=[C:43]([CH2:42][O:41][C:38]2[CH:39]=[CH:40][C:35]([C:34]([NH:33][C:23]3[C:22](/[CH:20]=[CH:1]/[P:10](=[O:17])([O:11][CH2:12][CH3:13])[O:14][CH2:15][CH3:16])=[CH:26][N:25]([C:27]4[CH:28]=[CH:29][CH:30]=[CH:31][CH:32]=4)[N:24]=3)=[O:56])=[CH:36][C:37]=2[O:54][CH3:55])[N:44]=1 |f:1.2|. Procedure details: To a solution of tetraethyl methylenediphosphonate (277 mg) in N,N-dimethylformamide (5 mL) was added sodium hydride (60% in oil, 38 mg), and the mixture was stirred at room temperature for 20 min. To the reaction mixture was added a solution of N-(4-formyl-1-phenyl-1H-pyrazol-3-yl)-4-{[2-(2-furyl)-5-methyl-1,3-oxazol-4-yl]methoxy}-3-methoxybenzamide (400 mg) in N,N-dimethylformamide (5 mL), and the mixture was stirred at room temperature for 2 hrs. Water was poured into the reaction mixture, an...